Dataset: the Open Reaction Database (ORD), a public repository of structured organic reaction records. Task: describe an organic reaction: reactants, conditions, products, and yield Starting materials: C(#N)C1=CC=C(C=C1)O (4-cyanophenol), CC=1C=CC(=CC1)C (p-xylene), O1COCC1 (dioxolane), N1=CC=CC=C1 (pyridine). Solvent: C(C)(=O)OCC (ethyl acetate). Conditions: temperature 140 celsius, time 24 hour. Yields the product CC1(OC2=C(C=C1)C=C(C=C2)C#N)C (2,2-Dimethyl-2H-1-benzopyran-6-carbonitrile). Yield: 30.0%. As a reaction SMILES: [C:1]([C:3]1[CH:8]=[CH:7][C:6]([OH:9])=[CH:5][CH:4]=1)#[N:2].[CH3:10][C:11]1[CH:12]=CC(C)=[CH:15][CH:16]=1.O1CCOC1.N1C=CC=CC=1>C(OCC)(=O)C>[CH3:10][C:11]1([CH3:12])[CH:16]=[CH:15][C:5]2[CH:4]=[C:3]([C:1]#[N:2])[CH:8]=[CH:7][C:6]=2[O:9]1. Reported procedure: Under an argon atmosphere, 4-cyanophenol (0.186 g, 1.56 mmole), p-xylene (1 mL), the dioxolane prepared above (0.2 g, 1.56 mmole), and pyridine (0.12 mL, 1.56 mmole) were combined in that order. The mixture was heated to 140° C. (internal temperature). After 24 hours, the reaction mixture was diluted with ethyl acetate (3 mL) and washed with 10% hydrochloric acid. The organic layers were collected, washed with 1N sodium hydroxide, brine, dried over magnesium sulfate, and concentrated in vacuo to... Reactants: O=S1(=O)CCCC1, CCO, CN1CCC(c2ccccc2)O1. The product is CNCCC(O)c1ccccc1. As a reaction SMILES: [CH2:16]1[S:17](=[O:18])(=[O:19])[CH2:20][CH2:21][CH2:22]1.[CH3:13][CH2:14][OH:15].[CH3:1][N:2]1[O:3][CH:4]([c:7]2[cH:8][cH:9][cH:10][cH:11][cH:12]2)[CH2:5][CH2:6]1>>[CH3:1][NH:2][CH2:6][CH2:5][CH:4]([OH:3])[c:7]1[cH:8][cH:9][cH:10][cH:11][cH:12]1.